This data is from the Open Reaction Database (ORD), a public repository of structured organic reaction records. The task is: describe an organic reaction: reactants, conditions, products, and yield The reactants are CO (methanol), [N+](=O)([O-])C1=CC=C(C=C1)OP(OC1=CC=C(C=C1)[N+](=O)[O-])(=O)C (methylphosphonic acid bis-(4-nitrophenyl) ester), N1C(=CC2=CC=CC=C12)C1=NNC2=CC=C(C=C12)O (3-(1H-indol-2-yl)-1H-indazol-5-ol), N12CCCCCC2=NCCC1 (1,8-diazabicyclo[5.4.0]undec-7-ene). Solvent: ClCCl (dichloromethane), ClCCl (dichloromethane), ClCCl (dichloromethane). Conditions: time 3 hour. Yields the product COP(OC=1C=C2C(=NNC2=CC1)C=1NC2=CC=CC=C2C1)(=O)C (methylphosphonic acid 3-(1H-indol-2-yl)-1H-indazol-5-yl ester methyl ester). The yield is 26.3%. Reaction SMILES: [N+](C1C=C[C:7]([O:10][P:11]([CH3:23])(=[O:22])[O:12][C:13]2[CH:18]=[CH:17][C:16]([N+:19]([O-])=O)=[CH:15][CH:14]=2)=CC=1)([O-])=O.[NH:24]1[C:32]2[C:27](=[CH:28][CH:29]=[CH:30][CH:31]=2)[CH:26]=[C:25]1[C:33]1C2C(=CC=C(O)C=2)N[N:34]=1.N12CCCN=C1CCCCC2.CO>ClCCl>[CH3:7][O:10][P:11]([CH3:23])(=[O:22])[O:12][C:13]1[CH:14]=[C:15]2[C:16](=[CH:17][CH:18]=1)[NH:19][N:34]=[C:33]2[C:25]1[NH:24][C:32]2[C:27]([CH:26]=1)=[CH:28][CH:29]=[CH:30][CH:31]=2. Procedure details: Methylphosphonic acid 3-(1H-indol-2-yl)-1H-indazol-5-yl ester methyl ester is prepared according to procedure F using 150 mg of methylphosphonic acid bis-(4-nitrophenyl) ester, 4 ml of dichloromethane, 100 mg of 3-(1H-indol-2-yl)-1H-indazol-5-ol, 67 μl of 1,8-diazabicyclo[5.4.0]undec-7-ene and 4 ml of dichloromethane. After stirring for 3 hours, a solution of 100 μl of methanol in 2 ml of dichloromethane is added dropwise. The reaction medium is stirred for approximately 16 hours and then concen... The reactants are CC(C)(CC1(C(F)(F)F)CO1)c1ccc(F)cc1CBr, O=C([O-])O, CC(=O)[O-], [Na+], [Na+], CN(C)C=O. Yields the product CC(=O)OCc1cc(F)ccc1C(C)(C)CC1(C(F)(F)F)CO1. As a reaction SMILES: [Br:1][CH2:2][c:3]1[c:4]([C:10]([CH2:11][C:12]2([C:15]([F:16])([F:17])[F:18])[O:13][CH2:14]2)([CH3:19])[CH3:20])[cH:5][cH:6][c:7]([F:9])[cH:8]1.[C:26](=[O:27])([OH:28])[O-:29].[CH3:22][C:23]([O-:24])=[O:25].[Na+:21].[Na+:30].[O:31]=[CH:32][N:33]([CH3:34])[CH3:35]>>[CH2:2]([c:3]1[c:4]([C:10]([CH2:11][C:12]2([C:15]([F:16])([F:17])[F:18])[O:13][CH2:14]2)([CH3:19])[CH3:20])[cH:5][cH:6][c:7]([F:9])[cH:8]1)[O:25][C:23]([CH3:22])=[O:24]. The reactants are C(C)(C)(C)[Si](C)(C)OCC[C@@H]1OC(O[C@H]1C1=CC=CC=C1)(C)C (tert-butyl(2-((4S,5S)-5-phenyl-2,2-dimethyl-1,3-dioxolan-4-yl)ethoxy)dimethylsilane), C(C)(C)(C)[Si](C)(C)OCC[C@H]1OC(O[C@@H]1C1=CC=CC=C1)(C)C (tert-butyl(2-((4R,5R)-5-phenyl-2,2-dimethyl-1,3-dioxolan-4-yl)ethoxy)dimethylsilane). Yields the product C1(=CC=CC=C1)[C@H]1[C@@H](OC(O1)(C)C)CCO (2-((4S,5S)-5-phenyl-2,2-dimethyl-1,3-dioxolan-4-yl)ethanol). Isolated yield 80.0%. RXN SMILES: C([Si]([O:8][CH2:9][CH2:10][C@H:11]1[C@H:15]([C:16]2[CH:21]=[CH:20][CH:19]=[CH:18][CH:17]=2)[O:14][C:13]([CH3:23])([CH3:22])[O:12]1)(C)C)(C)(C)C.C([Si](OCC[C@@H]1[C@@H](C2C=CC=CC=2)OC(C)(C)O1)(C)C)(C)(C)C>>[C:16]1([C@@H:15]2[O:14][C:13]([CH3:22])([CH3:23])[O:12][C@H:11]2[CH2:10][CH2:9][OH:8])[CH:17]=[CH:18][CH:19]=[CH:20][CH:21]=1. Procedure details: The substantially same method as described in Example 285 was conducted, except that tert-butyl(2-((4S,5S)-5-phenyl-2,2-dimethyl-1,3-dioxolan-4-yl)ethoxy)dimethylsilane (Preparation example 288) was used instead of that tert-butyl(2-((4R,5R)-5-phenyl-2,2-dimethyl-1,3-dioxolan-4-yl)ethoxy)dimethylsilane (Preparation example 284), to obtain the title compound (0.4 g, 80˜95%) Starting materials: O=C(Cl)C(Br)CBr, CC(C)C(C)(N)C#N, ClCCl, Cl, [Na+], [OH-], O. The product is CC(C)C(C)(C#N)NC(=O)C(Br)CBr. As a reaction SMILES: [Br:13][CH:14]([C:15](=[O:16])[Cl:17])[CH2:18][Br:19].[CH3:2][C:3]([C:4]#[N:5])([CH:6]([CH3:7])[CH3:8])[NH2:9].[Cl:20][CH2:21][Cl:22].[ClH:1].[Na+:11].[OH-:10].[OH2:12]>>[CH3:2][C:3]([C:4]#[N:5])([CH:6]([CH3:7])[CH3:8])[NH:9][C:15]([CH:14]([Br:13])[CH2:18][Br:19])=[O:16]. Starting materials: N(=NC(=O)OCC)C(=O)OCC (diethyl azodicarboxylate), C(#N)C1=CC=C(C=C1)C=1C=CC(NN1)=O (6-(4-cyanophenyl)-2H-pyridazin-3-one), C(C)OC(NC1=CC(=CC=C1)CO)=O (ethyl(3-hydroxymethylphenyl)carbamate), C1(=CC=CC=C1)P(C1=CC=CC=C1)C1=CC=CC=C1 (triphenylphosphine). The solvent is C1CCOC1 (THF). Reaction conditions: temperature 0 celsius, time 72 hour. Product: C(C)OC(NC1=CC(=CC=C1)CN1N=C(C=CC1=O)C1=CC=C(C=C1)C#N)=O (Ethyl{3-[6-oxo-3-(4-cyanophenyl)-6H-pyridazin-1-ylmethyl]phenyl}carbamate). Reaction SMILES: [C:1]([C:3]1[CH:8]=[CH:7][C:6]([C:9]2[CH:10]=[CH:11][C:12](=[O:15])[NH:13][N:14]=2)=[CH:5][CH:4]=1)#[N:2].[CH2:16]([O:18][C:19](=[O:29])[NH:20][C:21]1[CH:26]=[CH:25][CH:24]=[C:23]([CH2:27]O)[CH:22]=1)[CH3:17].C1(P(C2C=CC=CC=2)C2C=CC=CC=2)C=CC=CC=1.N(C(OCC)=O)=NC(OCC)=O>C1COCC1>[CH2:16]([O:18][C:19](=[O:29])[NH:20][C:21]1[CH:26]=[CH:25][CH:24]=[C:23]([CH2:27][N:13]2[C:12](=[O:15])[CH:11]=[CH:10][C:9]([C:6]3[CH:7]=[CH:8][C:3]([C:1]#[N:2])=[CH:4][CH:5]=3)=[N:14]2)[CH:22]=1)[CH3:17]. Procedure details: 15 g (76 mmol) of 6-(4-cyanophenyl)-2H-pyridazin-3-one, 22.2 g (114 mmol) of ethyl(3-hydroxymethylphenyl)carbamate and 29.9 g (114 mmol) of triphenylphosphine are dissolved in 250 ml of THF. Under a nitrogen atmosphere, the reaction mixture is cooled to 0° C., 18 ml (174 mmol) of diethyl azodicarboxylate are slowly added dropwise, and the reaction mixture is stirred at room temperature for 72 h. The reaction mixture is evaporated to dryness. 200 ml of isopropanol are added to the residue, and th... As a reaction SMILES: [F:1][C:2]1[CH:3]=[C:4]([CH:8]=[CH:9][CH:10]=1)[C:5](Cl)=[O:6].[Cl:11][C:12]1[CH:17]=[C:16]([NH:18][C:19]2[C:24]([NH2:25])=[C:23]([Cl:26])[N:22]=[CH:21][N:20]=2)[CH:15]=[CH:14][N:13]=1>N1C=CC=CC=1.O.C(OCC)(=O)C>[Cl:26][C:23]1[C:24]([NH:25][C:5](=[O:6])[C:4]2[CH:8]=[CH:9][CH:10]=[C:2]([F:1])[CH:3]=2)=[C:19]([NH:18][C:16]2[CH:15]=[CH:14][N:13]=[C:12]([Cl:11])[CH:17]=2)[N:20]=[CH:21][N:22]=1. Starting materials: FC=1C=C(C(=O)Cl)C=CC1 (3-Fluorobenzoyl chloride), ClC1=NC=CC(=C1)NC1=NC=NC(=C1N)Cl (N4-(2-chloro-4-pyridyl)-6-chloro-4,5-pyrimidine diamine). The product is ClC1=NC=NC(=C1NC(C1=CC(=CC=C1)F)=O)NC1=CC(=NC=C1)Cl (N1-{4-Chloro-6-[(2-chloro-4-pyridyl)amino]-5-pyrimidinyl}-3-fluorobenzamide). Run in N1=CC=CC=C1 (pyridine), O (water), C(C)(=O)OCC (ethyl acetate). Reaction conditions: time 12 hour. The yield is 62.1%. Procedure details: 3-Fluorobenzoyl chloride (1.3 mL, 10.7 mmol) was added dropwise to a suspension of N4-(2-chloro-4-pyridyl)-6-chloro-4,5-pyrimidine diamine (2.5 g, 9.8 mmol) in pyridine (50 mL) over 5 minutes in a nitrogen atmosphere at 0 to 5° C., and the mixture was stirred as such for 12 hours. The reaction solution was diluted with water and ethyl acetate (100 mL). The organic layer was washed with 1N hydrochloric acid (×1). After the 1N hydrochloric acid layer was extracted with ethyl acetate (×2), the comb... Starting materials: CSC(=N)N(C#N)C(c1ccccn1)c1ccccc1C, CN, CCO. Yields the product CNC(=N)N(C#N)C(c1ccccn1)c1ccccc1C. Reaction SMILES: [C:1](#[N:2])[N:3]([C:4]([S:5][CH3:6])=[NH:7])[CH:8]([c:9]1[c:10]([CH3:15])[cH:11][cH:12][cH:13][cH:14]1)[c:16]1[n:17][cH:18][cH:19][cH:20][cH:21]1.[CH3:22][NH2:23].[CH3:24][CH2:25][OH:26]>>[C:1](#[N:2])[N:3]([C:4](=[NH:7])[NH:23][CH3:22])[CH:8]([c:9]1[c:10]([CH3:15])[cH:11][cH:12][cH:13][cH:14]1)[c:16]1[n:17][cH:18][cH:19][cH:20][cH:21]1. As a reaction SMILES: [CH3:1][S:2]([C:5]1[CH:10]=[CH:9][C:8]([C:11]2[N:16]3[N:17]=[C:18]([NH2:20])[N:19]=[C:15]3[CH:14]=[CH:13][CH:12]=2)=[CH:7][CH:6]=1)(=[O:4])=[O:3].Br[C:22]1[CH:27]=[CH:26][CH:25]=[C:24]([S:28]([CH3:31])(=[O:30])=[O:29])[CH:23]=1>>[CH3:31][S:28]([C:24]1[CH:23]=[C:22]([NH:20][C:18]2[N:19]=[C:15]3[CH:14]=[CH:13][CH:12]=[C:11]([C:8]4[CH:9]=[CH:10][C:5]([S:2]([CH3:1])(=[O:3])=[O:4])=[CH:6][CH:7]=4)[N:16]3[N:17]=2)[CH:27]=[CH:26][CH:25]=1)(=[O:30])=[O:29]. Procedure details: (3-Methanesulfonyl-phenyl)-[5-(4-methanesulfonyl-phenyl)-[1,2,4]triazolo[1,5-a]pyridin-2-yl]-amine was prepared from 5-(4-methanesulfonyl-phenyl)-[1,2,4]triazolo[1,5-a]pyridin-2-ylamine (75 mg, 0.26 mmol) and 1-bromo-3-methanesulfonyl benzene (73 mg, 0.29 mmol) in a manner analogous to Example 77 to yield (3-methanesulfonyl-phenyl)-[5-(4-methanesulfonyl-phenyl)-[1,2,4]triazolo[1,5-a]pyridin-2-yl]-amine (47 mg, 39%) as a white powder following trituration with methanol. MP=279° C. 1H NMR (400 MHz... Yield: 40.9%. Yields the product CS(=O)(=O)C=1C=C(C=CC1)NC1=NN2C(C=CC=C2C2=CC=C(C=C2)S(=O)(=O)C)=N1 ((3-methanesulfonyl-phenyl)-[5-(4-methanesulfonyl-phenyl)-[1,2,4]triazolo[1,5-a]pyridin-2-yl]-amine). Reactants: CS(=O)(=O)C1=CC=C(C=C1)C1=CC=CC=2N1N=C(N2)N (5-(4-methanesulfonyl-phenyl)-[1,2,4]triazolo[1,5-a]pyridin-2-ylamine), BrC1=CC(=CC=C1)S(=O)(=O)C (1-bromo-3-methanesulfonyl benzene).